This data is from the Open Reaction Database (ORD), a public repository of structured organic reaction records. The task is: describe an organic reaction: reactants, conditions, products, and yield The reactants are CS(=O)(=O)O, NCCCN1CCC(=O)NC1=O, OCC1COc2cccnc2O1, C1COCCO1. The product is O=C1CCN(CCCNCC2COc3cccnc3O2)C(=O)N1. Reaction SMILES: [CH3:13][S:14]([OH:15])(=[O:16])=[O:17].[NH2:1][CH2:2][CH2:3][CH2:4][N:5]1[C:6](=[O:12])[NH:7][C:8](=[O:11])[CH2:9][CH2:10]1.[O:18]1[CH2:19][CH:20]([CH2:28][OH:29])[O:21][c:22]2[n:23][cH:24][cH:25][cH:26][c:27]21.[O:30]1[CH2:31][CH2:32][O:33][CH2:34][CH2:35]1>>[NH:1]([CH2:2][CH2:3][CH2:4][N:5]1[C:6](=[O:12])[NH:7][C:8](=[O:11])[CH2:9][CH2:10]1)[CH2:28][CH:20]1[CH2:19][O:18][c:27]2[c:22]([n:23][cH:24][cH:25][cH:26]2)[O:21]1. The reactants are O=C1CCC(=O)N1Br, CC#N, C=Cc1cncc(N2CC3CCN(C(=O)OC(C)(C)C)C3C2)c1. Product: C=Cc1cc(N2CC3CCN(C(=O)OC(C)(C)C)C3C2)cnc1Br. Reaction SMILES: [Br:24][N:25]1[C:26](=[O:27])[CH2:28][CH2:29][C:30]1=[O:31].[CH3:32][C:33]#[N:34].[CH:1](=[CH2:2])[c:3]1[cH:4][c:5]([N:9]2[CH2:10][CH:11]3[N:12]([C:17](=[O:18])[O:19][C:20]([CH3:21])([CH3:22])[CH3:23])[CH2:13][CH2:14][CH:15]3[CH2:16]2)[cH:6][n:7][cH:8]1>>[CH:1](=[CH2:2])[c:3]1[cH:4][c:5]([N:9]2[CH2:10][CH:11]3[N:12]([C:17](=[O:18])[O:19][C:20]([CH3:21])([CH3:22])[CH3:23])[CH2:13][CH2:14][CH:15]3[CH2:16]2)[cH:6][n:7][c:8]1[Br:24]. The reactants are C(CCC)[Li] (n-butyllithium), C1(=CC=C(C=C1)C[C@@H]1CCC(N1)=O)C1=CC=CC=C1 ((S)-5-biphenyl-4-ylmethylpyrrolidin-2-one), C(C)(=O)Cl (acetyl chloride). Run in C1CCOC1 (THF). Run at temperature -78 celsius, time 0.5 hour. Product: C(C)(=O)N1C(CC[C@H]1CC1=CC=C(C=C1)C1=CC=CC=C1)=O ((S)-1-Acetyl-5-biphenyl-4-ylmethyl-pyrrolidin-2-one). Reaction SMILES: [C:1]1([C:14]2[CH:19]=[CH:18][CH:17]=[CH:16][CH:15]=2)[CH:6]=[CH:5][C:4]([CH2:7][C@H:8]2[NH:12][C:11](=[O:13])[CH2:10][CH2:9]2)=[CH:3][CH:2]=1.C([Li])CCC.[C:25](Cl)(=[O:27])[CH3:26]>C1COCC1>[C:25]([N:12]1[C@H:8]([CH2:7][C:4]2[CH:3]=[CH:2][C:1]([C:14]3[CH:15]=[CH:16][CH:17]=[CH:18][CH:19]=3)=[CH:6][CH:5]=2)[CH2:9][CH2:10][C:11]1=[O:13])(=[O:27])[CH3:26]. Reported procedure: (S)-5-biphenyl-4-ylmethylpyrrolidin-2-one (1-a, R1=H) (5 g, 19.9 mmol) is dissolved in THF (50 ml). The mixture is cooled to −78° C. and n-butyllithium (14 ml, 1.6 M) added. After 0.5 h, acetyl chloride (1.7 ml, 24 mmol) is added and the mixture is allowed to warm to room temperature. After 1 h, the mixture is quenched with saturated ammonium chloride (40 ml) and water (10 ml) and ethyl acetate (20 ml) are added. The organic phase is washed with brine, dried (MgSO4) and concentrated in vacuo to ... Reactants: NC=1SC2=C(N1)C=CC=C2 (2-Aminobenzothiazole), COCC(=O)Cl (methoxyacetyl chloride). The solvent is N1=CC=CC=C1 (pyridine). Conditions: time 2 hour. Yields the product COCC(=O)NC=1SC2=C(N1)C=CC=C2 (2-(methoxyacetylamino)benzothiazole). As a reaction SMILES: [NH2:1][C:2]1[S:3][C:4]2[CH:10]=[CH:9][CH:8]=[CH:7][C:5]=2[N:6]=1.[CH3:11][O:12][CH2:13][C:14](Cl)=[O:15]>N1C=CC=CC=1>[CH3:11][O:12][CH2:13][C:14]([NH:1][C:2]1[S:3][C:4]2[CH:10]=[CH:9][CH:8]=[CH:7][C:5]=2[N:6]=1)=[O:15]. Reported procedure: 2-Aminobenzothiazole (4.5 g) is dissolved in pyridine (100 ml) and thereto is added dropwise methoxyacetyl chloride (3.0 ml) at room temperature. After the mixture is stirred at room temperature for 2 hours, the solvent is distilled off. The resulting oil is dissolved in chloroform and the organic layer is washed with water and then with a saturated saline. The organic layer is dried over anhydrous sodium sulfate and the solvent is distilled off. The resulting solids are recrystallized from etha... Starting materials: C1(CCCCC1)CCN1C(=O)C(=O)C2=CC=C(C=C12)OC (1-(2-cyclohexylethyl)-6-methoxy-isatin), C(C1=CC=CC=C1)(=O)NN (benzhydrazide). The product is C1(CCCCC1)CCN1C(\C(\C2=CC=C(C=C12)OC)=N/NC(C1=CC=CC=C1)=O)=O (N′-[(3Z)-1-(2-cyclohexylethyl)-6-methoxy-2-oxo-1,2-dihydro-3H-indol-3-ylidene]benzohydrazide). Reaction SMILES: [CH:1]1([CH2:7][CH2:8][N:9]2[C:19]3[C:14](=[CH:15][CH:16]=[C:17]([O:20][CH3:21])[CH:18]=3)[C:12](=O)[C:10]2=[O:11])[CH2:6][CH2:5][CH2:4][CH2:3][CH2:2]1.[C:22]([NH:30][NH2:31])(=[O:29])[C:23]1[CH:28]=[CH:27][CH:26]=[CH:25][CH:24]=1>>[CH:1]1([CH2:7][CH2:8][N:9]2[C:19]3[C:14](=[CH:15][CH:16]=[C:17]([O:20][CH3:21])[CH:18]=3)/[C:12](=[N:31]/[NH:30][C:22](=[O:29])[C:23]3[CH:28]=[CH:27][CH:26]=[CH:25][CH:24]=3)/[C:10]2=[O:11])[CH2:6][CH2:5][CH2:4][CH2:3][CH2:2]1. Procedure: The title compound was prepared as a yellow solid, using 1-(2-cyclohexylethyl)-6-methoxy-isatin and benzhydrazide according to the synthetic method E. NMR (CDCl3): δ 0.96-1.04 (m, 2H), 1.15-1.38 (m, 4H), 1.59 (dd, 2H), 1.65-1.75 (m, 3H), 1.81 (d, 2H), 3.74 (t, 2H), 3.87 (s, 3H), 6.43 (d, 1H), 6.64 (dd, 1H), 7.51 (t, 2H), 7.59 (t, 1H), 7.80 (d, 1H), 8.00 (d, 1H), 13.96 (br s, 1H). Reactants: N1(C=NC=C1)C1=CC=C(C(=O)O)C=C1 (4-(1H-imidazol-1-yl)benzoic acid), 1,1-carbonyldiimidazole, ClC=1C=C(C=CC1Cl)N1C(CN(CC1)C(C)(C)C)CN (1-(3,4-dichlorophenyl)-4-(1,1-dimethylethyl)-2-piperazinemethanamine). Product: ClC=1C=C(C=CC1Cl)N1C(CN(CC1)C(C)(C)C)CNC(C1=CC=C(C=C1)N1C=NC=C1)=O (N-[[1-(3,4-Dichlorophenyl)-4-(1,1-dimethylethyl)piperazin-2-yl]methyl]-4-(1H-imidazol-1-yl)benzamide). RXN SMILES: [N:1]1([C:6]2[CH:14]=[CH:13][C:9]([C:10]([OH:12])=O)=[CH:8][CH:7]=2)[CH:5]=[CH:4][N:3]=[CH:2]1.[Cl:15][C:16]1[CH:17]=[C:18]([N:23]2[CH2:28][CH2:27][N:26]([C:29]([CH3:32])([CH3:31])[CH3:30])[CH2:25][CH:24]2[CH2:33][NH2:34])[CH:19]=[CH:20][C:21]=1[Cl:22]>>[Cl:15][C:16]1[CH:17]=[C:18]([N:23]2[CH2:28][CH2:27][N:26]([C:29]([CH3:30])([CH3:31])[CH3:32])[CH2:25][CH:24]2[CH2:33][NH:34][C:10](=[O:12])[C:9]2[CH:8]=[CH:7][C:6]([N:1]3[CH:5]=[CH:4][N:3]=[CH:2]3)=[CH:14][CH:13]=2)[CH:19]=[CH:20][C:21]=1[Cl:22]. Reported procedure: In a manner similar to preparation 7, react 4-(1H-imidazol-1-yl)benzoic acid, 1,1-carbonyldiimidazole and 1-(3,4-dichlorophenyl)-4-(1,1-dimethylethyl)-2-piperazinemethanamine to obtain the title compound. The reactants are [Cl-].[Li+] (lithium chloride), [BH4-].[Na+] (sodium borohydride), C(C1=CC=CC=C1)OC(=O)NCCCC[C@H](C(=O)OCC)NC(=S)NC(C)(C)C (ethyl (2R)-6-{[(benzyloxy)-carbonyl]amino}-2-{[(tert-butylamino)carbothioyl]-amino}hexanoate), [BH4-] (borohydride). Run in C(C)O (ethanol), O1CCCC1 (tetrahydrofuran), ClCCl.C(C)(=O)OCC (dichloromethane ethyl acetate). Conditions: temperature 20 celsius, time 16 hour. Product: C(C)(C)(C)NC(=S)NC(CCCCNC(OCC1=CC=CC=C1)=O)CO (benzyl (SR)-5-{[(tert-butylamino)carbothioyl]amino}-6-hydroxyhexylcarbamate). The yield is 60.3%. As a reaction SMILES: [Cl-].[Li+].[BH4-].[Na+].[CH2:5]([O:12][C:13]([NH:15][CH2:16][CH2:17][CH2:18][CH2:19][C@@H:20]([NH:26][C:27]([NH:29][C:30]([CH3:33])([CH3:32])[CH3:31])=[S:28])[C:21](OCC)=[O:22])=[O:14])[C:6]1[CH:11]=[CH:10][CH:9]=[CH:8][CH:7]=1.[BH4-]>C(O)C.O1CCCC1.ClCCl.C(OCC)(=O)C>[C:30]([NH:29][C:27]([NH:26][CH:20]([CH2:21][OH:22])[CH2:19][CH2:18][CH2:17][CH2:16][NH:15][C:13](=[O:14])[O:12][CH2:5][C:6]1[CH:7]=[CH:8][CH:9]=[CH:10][CH:11]=1)=[S:28])([CH3:33])([CH3:32])[CH3:31] |f:0.1,2.3,8.9|. Procedure details: 1.78 g of lithium chloride and then 1.6 g of sodium borohydride are added, under an inert atmosphere, to a stirred solution of 12.7 g of ethyl (2R)-6-{[(benzyloxy)-carbonyl]amino}-2-{[(tert-butylamino)carbothioyl]-amino}hexanoate in 130 cm3 of ethanol and 65 cm3 of tetrahydrofuran, cooled to between 0° C. and 5° C. After stirring for 16 hours at a temperature in the region of 20° C., a further 0.4 g of borohydride is added and the mixture is maintained at about 80° C. for 4 hours. The reaction m...